From a dataset of the Open Reaction Database (ORD), a public repository of structured organic reaction records. describe an organic reaction: reactants, conditions, products, and yield Starting materials: BrBr (bromine), COC=1C=C2C=CC(=CC2=CC1OC)C(C)=O (6,7-dimethoxy-2-acetylnaphthalene), CO (methanol). The solvent is C(Cl)(Cl)Cl (chloroform), C(Cl)(Cl)Cl (chloroform). The product is COC=1C=C2C=CC(=CC2=CC1OC)C(CBr)=O (6,7-dimethoxy-2-(2-bromoacetyl)naphthalene). Isolated yield 66.9%. RXN SMILES: [Br:1]Br.[CH3:3][O:4][C:5]1[CH:6]=[C:7]2[C:12](=[CH:13][C:14]=1[O:15][CH3:16])[CH:11]=[C:10]([C:17](=[O:19])[CH3:18])[CH:9]=[CH:8]2.CO>C(Cl)(Cl)Cl>[CH3:3][O:4][C:5]1[CH:6]=[C:7]2[C:12](=[CH:13][C:14]=1[O:15][CH3:16])[CH:11]=[C:10]([C:17](=[O:19])[CH2:18][Br:1])[CH:9]=[CH:8]2. Procedure details: A solution of bromine (4.5 g, 0.029 mol) in chloroform (30 ml) is added dropwise to a solution of 6,7-dimethoxy-2-acetylnaphthalene (6.7 g, 0.029 mol) in a mixture chloroform (70 ml)/methanol (15 ml). Once the reaction mixture discoloures, it is concentrated to dryness and the residue is treated with a mixture ethyl ether/isopropyl ether. The thus obtained solid is triturated with methanol yielding 6,7-dimethoxy-2-(2-bromoacetyl)naphthalene (6 g). M.p. 120°-122° C. Reactants: C24H30ClN, C(C)N(CC(CNC1=CC=C(C=2C(C3=CC=CC=C3C(C12)=O)=O)NCC(CCl)O)O)CC (1-(3-diethylamino-2-hydroxypropylamino)-4-(3-chloro-2-hydroxypropylamino)-9, 10-anthracenedione), O (H2O). Run in CC(=O)C.ClCCl (acetone dichloromethane). Product: Cl.C(C)N(CC(CNC1=CC=C(C=2C(C3=CC=CC=C3C(C12)=O)=O)NCC(CCl)O)O)CC (1-(3-Diethylamino-2-Hydroxypropylamino)-4-(3-Chloro-2-Hydroxypropylamino)-9, 10-Anthracenedione Hydrochloride Salt). Reaction SMILES: [CH2:1]([N:3]([CH2:31][CH3:32])[CH2:4][CH:5]([OH:30])[CH2:6][NH:7][C:8]1[C:21]2[C:20](=[O:22])[C:19]3[C:14](=[CH:15][CH:16]=[CH:17][CH:18]=3)[C:13](=[O:23])[C:12]=2[C:11]([NH:24][CH2:25][CH:26]([OH:29])[CH2:27][Cl:28])=[CH:10][CH:9]=1)[CH3:2].O>CC(C)=O.ClCCl>[ClH:28].[CH2:31]([N:3]([CH2:1][CH3:2])[CH2:4][CH:5]([OH:30])[CH2:6][NH:7][C:8]1[C:21]2[C:20](=[O:22])[C:19]3[C:14](=[CH:15][CH:16]=[CH:17][CH:18]=3)[C:13](=[O:23])[C:12]=2[C:11]([NH:24][CH2:25][CH:26]([OH:29])[CH2:27][Cl:28])=[CH:10][CH:9]=1)[CH3:32] |f:2.3,4.5|. Reported procedure: Concentrated HC1 (8 drops) was slowly added to a solution of 1-(3-diethylamino-2-hydroxypropylamino)-4-(3-chloro-2-hydroxypropylamino)-9, 10-anthracenedione (0.531 g, 2.36 mmol) in acetone-dichloromethane (50%, 15 mL). A color change from purple to red was observed. The solid was obtained by filtration, mp 106°-108° C., extremely hygroscopic. 1H NMR (D2O) δ 1.40 (t, J=7.3 Hz, 6H, CH3), 2.90 (m, 4H, CH2), 3.29 (m, 4H, CH2), 3.38 (m, 3H, CH2, CH), 3.73 (m, 3H, CH2, CH), 3.92 (broad, 1H, NH), 4.15 ... Starting materials: COc1cccnc1CCCCN, Cc1nc(N[N+](=O)[O-])[nH]c(=O)c1Cc1cc(CN(C)C)ccn1. Yields the product COc1cccnc1CCCCNc1nc(C)c(Cc2cc(CN(C)C)ccn2)c(=O)[nH]1. As a reaction SMILES: [CH3:1][O:2][c:3]1[c:4]([CH2:9][CH2:10][CH2:11][CH2:12][NH2:13])[n:5][cH:6][cH:7][cH:8]1.[N+:14]([NH:15][c:18]1[n:19][c:20]([CH3:36])[c:21]([CH2:25][c:26]2[n:27][cH:28][cH:29][c:30]([CH2:32][N:33]([CH3:34])[CH3:35])[cH:31]2)[c:22](=[O:24])[nH:23]1)([O-:16])=[O:17]>>[CH3:1][O:2][c:3]1[c:4]([CH2:9][CH2:10][CH2:11][CH2:12][NH:13][c:18]2[n:19][c:20]([CH3:36])[c:21]([CH2:25][c:26]3[n:27][cH:28][cH:29][c:30]([CH2:32][N:33]([CH3:34])[CH3:35])[cH:31]3)[c:22](=[O:24])[nH:23]2)[n:5][cH:6][cH:7][cH:8]1. The reactants are CC(C)(C)OC(=O)NC1CCOCCC=CC2CC2(C(=O)O)NC(=O)C2CC(OC(=O)N3Cc4cccc(F)c4C3)CN2C1=O, C1CCC2=NCCCN2CC1, Cc1ccccc1, NS(=O)(=O)C1CC1, [K+], O, O=S(=O)([O-])O, O=C(n1ccnc1)n1ccnc1. Product: CC(C)(C)OC(=O)NC1CCOCCC=CC2CC2(C(=O)NS(=O)(=O)C2CC2)NC(=O)C2CC(OC(=O)N3Cc4cccc(F)c4C3)CN2C1=O. RXN SMILES: [C:1]([CH3:2])([CH3:3])([CH3:4])[O:5][C:6](=[O:7])[NH:8][CH:9]1[CH2:10][CH2:11][O:12][CH2:13][CH2:14][CH:15]=[CH:16][CH:17]2[C:18]([C:43](=[O:44])[OH:45])([NH:19][C:20](=[O:41])[CH:21]3[N:22]([C:23]1=[O:24])[CH2:25][CH:26]([O:28][C:29](=[O:30])[N:31]1[CH2:32][c:33]4[cH:34][cH:35][cH:36][c:37]([F:40])[c:38]4[CH2:39]1)[CH2:27]3)[CH2:42]2.[CH2:65]1[CH2:66][CH2:67][C:68]2=[N:73][CH2:72][CH2:71][CH2:70][N:69]2[CH2:74][CH2:75]1.[CH3:82][c:83]1[cH:84][cH:85][cH:86][cH:87][cH:88]1.[CH:58]1([S:61](=[O:62])(=[O:63])[NH2:64])[CH2:59][CH2:60]1.[K+:81].[OH2:89].[S:76]([O-:77])([OH:78])(=[O:79])=[O:80].[n:46]1([C:47]([n:48]2[cH:49][cH:50][n:51][cH:52]2)=[O:53])[cH:54][cH:55][n:56][cH:57]1>>[C:1]([CH3:2])([CH3:3])([CH3:4])[O:5][C:6](=[O:7])[NH:8][CH:9]1[CH2:10][CH2:11][O:12][CH2:13][CH2:14][CH:15]=[CH:16][CH:17]2[C:18]([C:43](=[O:44])[NH:64][S:61]([CH:58]3[CH2:59][CH2:60]3)(=[O:62])=[O:63])([NH:19][C:20](=[O:41])[CH:21]3[N:22]([C:23]1=[O:24])[CH2:25][CH:26]([O:28][C:29](=[O:30])[N:31]1[CH2:32][c:33]4[cH:34][cH:35][cH:36][c:37]([F:40])[c:38]4[CH2:39]1)[CH2:27]3)[CH2:42]2. Starting materials: COC(=O)CCCCCCN1C(=O)CCC1C=CC(O)c1cccc(-c2ccccc2C)c1, CO. Yields the product Cc1ccccc1-c1cccc(C(O)C=CC2CCC(=O)N2CCCCCCC(=O)O)c1. RXN SMILES: [CH3:1][O:2][C:3]([CH2:4][CH2:5][CH2:6][CH2:7][CH2:8][CH2:9][N:10]1[CH:11]([CH:16]=[CH:17][CH:18]([c:19]2[cH:20][c:21](-[c:25]3[c:26]([CH3:31])[cH:27][cH:28][cH:29][cH:30]3)[cH:22][cH:23][cH:24]2)[OH:32])[CH2:12][CH2:13][C:14]1=[O:15])=[O:33].[CH3:34][OH:35]>>[O:2]=[C:3]([CH2:4][CH2:5][CH2:6][CH2:7][CH2:8][CH2:9][N:10]1[CH:11]([CH:16]=[CH:17][CH:18]([c:19]2[cH:20][c:21](-[c:25]3[c:26]([CH3:31])[cH:27][cH:28][cH:29][cH:30]3)[cH:22][cH:23][cH:24]2)[OH:32])[CH2:12][CH2:13][C:14]1=[O:15])[OH:33]. Starting materials: [OH-].[Na+] (NaOH), CCO (EtOH), COC=1C(=C(C=CC1)CCC(=O)OCC)C (Ethyl 3-(3-methoxy-2-methylphenyl)propanoate). Reaction conditions: time 3 hour. Yields the product COC=1C(=C(C=CC1)C(C(=O)O)C)C (3-Methoxy-2-methylphenylpropionic acid). Reaction SMILES: [CH3:1][O:2][C:3]1[C:4]([CH3:16])=[C:5]([CH2:9][CH2:10]C(OCC)=O)[CH:6]=[CH:7][CH:8]=1.[OH-:17].[Na+].C[CH2:20][OH:21]>>[CH3:1][O:2][C:3]1[C:4]([CH3:16])=[C:5]([CH:9]([CH3:10])[C:20]([OH:21])=[O:17])[CH:6]=[CH:7][CH:8]=1 |f:1.2|. Reported procedure: A solution of ethyl 3-(3-methoxy-2-methylphenyl)propanoate (36.3 g, 165 mmol, from Step B) in abs. EtOH (200 mL) and 5 N NaOH (99 mL) was heated to reflux for 30 min and cooled to ambient temperature. The reaction mixture was concentrated in vacuo, and the resultant solid mass was dissolved in H2O (100 mL) and cooled in an ice bath. Concentrated HCl (50 mL) was then added dropwise. At pH=4, an additional 300 mL H2O was added to facilitate stirring. The acidified mixture was stirred for 30 min, f... Starting materials: COC(=O)CCC(C)(C)C, ClCCl, [Na+], [OH-], O. The product is CC(C)(C)CCC(=O)O. As a reaction SMILES: [CH3:1][O:2][C:3]([CH2:4][CH2:5][C:6]([CH3:7])([CH3:8])[CH3:9])=[O:10].[Cl:14][CH2:15][Cl:16].[Na+:12].[OH-:11].[OH2:13]>>[O:2]=[C:3]([CH2:4][CH2:5][C:6]([CH3:7])([CH3:8])[CH3:9])[OH:10].